This data is from the Open Reaction Database (ORD), a public repository of structured organic reaction records. The task is: describe an organic reaction: reactants, conditions, products, and yield The reactants are CC1=CSC(=N1)N, C1COCC(=O)N1C2=NC(=CC=C2)Br. Reagents/catalysts: C(=O)([O-])[O-].[Cs+].[Cs+], CC1(C2=C(C(=CC=C2)P(C3=CC=CC=C3)C4=CC=CC=C4)OC5=C1C=CC=C5P(C6=CC=CC=C6)C7=CC=CC=C7)C, C1=CC=C(C=C1)/C=C/C(=O)/C=C/C2=CC=CC=C2.C1=CC=C(C=C1)/C=C/C(=O)/C=C/C2=CC=CC=C2.[Pd]. The solvent is CC1=CC=CC=C1. Reaction conditions: temperature 115 celsius. Yields the product CC1=CSC(=N1)NC2=NC(=CC=C2)N3CCOCC3=O. The yield is 80.0%. Reported procedure: **_September 24 2015_**  4-methylthiazol-2-amine (200 mg, 1.75 mmol), 4-(6-bromopyridin-2-yl)morpholin-3-one (450 mg, 1.75 mmol), 4-(6-bromopyridin-2-yl)morpholin-3-one (450 mg, 1.75 mmol), (9,9-dimethyl-9H-xanthene-4,5-diyl)bis(diphenylphosphine) (81 mg, 0.14 mmol) and cesium carbonate (685 mg, 2.10 mmol) in toluene (15 mL) and DMF (1)were microwaved at 115 °C under N2 for one hour.  _(Note: Initially, DMF was not added as co-solvent, the microwave instrument was repeatly failed to reach the te... Reactants: CI, C#CCOc1ccc2c(c1)c(-c1ccc(C(C)C)cc1)nc(=O)n2Cc1cccc(NC(=O)CN2CCN(CCOC)CC2)c1. Product: C#CCOc1ccc2c(c1)c(-c1ccc(C(C)C)cc1)nc(=O)n2Cc1cccc(N(C)C(=O)CN2CCN(CCOC)CC2)c1. Reaction SMILES: [CH3:46][I:47].[CH:1]([CH3:2])([CH3:3])[c:4]1[cH:5][cH:6][c:7](-[c:10]2[n:11][c:12](=[O:45])[n:13]([CH2:24][c:25]3[cH:26][c:27]([NH:31][C:32]([CH2:33][N:34]4[CH2:35][CH2:36][N:37]([CH2:40][CH2:41][O:42][CH3:43])[CH2:38][CH2:39]4)=[O:44])[cH:28][cH:29][cH:30]3)[c:14]3[cH:15][cH:16][c:17]([O:20][CH2:21][C:22]#[CH:23])[cH:18][c:19]23)[cH:8][cH:9]1>>[CH:1]([CH3:2])([CH3:3])[c:4]1[cH:5][cH:6][c:7](-[c:10]2[n:11][c:12](=[O:45])[n:13]([CH2:24][c:25]3[cH:26][c:27]([N:31]([C:32]([CH2:33][N:34]4[CH2:35][CH2:36][N:37]([CH2:40][CH2:41][O:42][CH3:43])[CH2:38][CH2:39]4)=[O:44])[CH3:46])[cH:28][cH:29][cH:30]3)[c:14]3[cH:15][cH:16][c:17]([O:20][CH2:21][C:22]#[CH:23])[cH:18][c:19]23)[cH:8][cH:9]1. Starting materials: O=C([O-])[O-], COS(=O)(=O)OC, CN(C)C=O, O=Cc1ccc(O)c(Cl)c1Cl, [K+], [K+], O. The product is COc1ccc(C=O)c(Cl)c1Cl. RXN SMILES: [C:12](=[O:13])([O-:14])[O-:15].[CH3:18][O:19][S:20]([O:21][CH3:22])(=[O:23])=[O:24].[CH3:26][N:27]([CH3:28])[CH:29]=[O:30].[Cl:1][c:2]1[c:3]([CH:4]=[O:5])[cH:6][cH:7][c:8]([OH:11])[c:9]1[Cl:10].[K+:16].[K+:17].[OH2:25]>>[Cl:1][c:2]1[c:3]([CH:4]=[O:5])[cH:6][cH:7][c:8]([O:11][CH3:12])[c:9]1[Cl:10]. Reactants: CC=1CC(N(N1)CCCCCCCC)=O (2,4-dihydro-5-methyl-2-octyl-3H-pyrazol-3-one), CC=1NNC(C1)=O (3-methyl-3-pyrazoline-5-one), BrCCCC1=CC=CC=C1 (1-bromo-3-phenylpropane). Product: CC=1CC(N(N1)CCCC1=CC=CC=C1)=O (2,4-dihydro-5-methyl-2-(3-phenylpropyl)-3H-pyrazol-3-one). Yield: 69.0%. Reaction SMILES: [CH3:1][C:2]1[CH2:3][C:4](=[O:15])[N:5]([CH2:7][CH2:8][CH2:9][CH2:10][CH2:11][CH2:12][CH2:13][CH3:14])[N:6]=1.[CH3:16]C1NNC(=O)C=1.BrCCCC1C=CC=CC=1>>[CH3:1][C:2]1[CH2:3][C:4](=[O:15])[N:5]([CH2:7][CH2:8][CH2:9][C:10]2[CH:16]=[CH:14][CH:13]=[CH:12][CH:11]=2)[N:6]=1. Procedure details: By a procedure similar to that for 2,4-dihydro-5-methyl-2-octyl-3H-pyrazol-3-one, starting from 3-methyl-3-pyrazoline-5-one (19.63 g, 0.20 mol) and 1-bromo-3-phenylpropane (39.80 g, 0.20 mol), 2,4-dihydro-5-methyl-2-(3-phenylpropyl)-3H-pyrazol-3-one (29.40 g, 69%) was obtained as colorless needles, m.p. 130°-105° C. As a reaction SMILES: [N:1]1([C:6]2[CH:30]=[CH:29][CH:28]=[CH:27][C:7]=2[C:8]([NH:10][C@H:11]2[CH2:15][CH2:14][CH2:13][C@@H:12]2[NH:16][C:17]2[CH:22]=[N:21][C:20]([C:23]([F:26])([F:25])[F:24])=[CH:19][N:18]=2)=[O:9])[CH:5]=[CH:4]C=[N:2]1.Cl.FC(F)(F)C1[N:35]=CC(N[C@H]2CCC[C@@H]2N)=NC=1.N1(C2C=CC=CC=2C(O)=O)C=CN=N1>>[N:1]1([C:6]2[CH:30]=[CH:29][CH:28]=[CH:27][C:7]=2[C:8]([NH:10][C@H:11]2[CH2:15][CH2:14][CH2:13][C@@H:12]2[NH:16][C:17]2[CH:22]=[N:21][C:20]([C:23]([F:24])([F:26])[F:25])=[CH:19][N:18]=2)=[O:9])[CH:5]=[CH:4][N:35]=[N:2]1 |f:1.2|. Procedure details: Prepared according to the procedure for 2-(1H-pyrazol-1-yl)-N-[(1S,2S)-2-{[5-(trifluoromethyl)pyrazin-2-yl]amino}cyclopentyl]benzamide (Example 31) from (1S,2S)-1-N-[5-(trifluoromethyl)pyrazin-2-yl]cyclopentane-1,2-diamine hydrochloride (Intermediate 14, 213 mg, 0.75 mmol) and 2-(1H-1,2,3-triazol-1-yl)benzoic acid (CAS number 1085458-53-2; 157 mg, 0.83 mmol) except this was then purified by column chromatography (silica, 0-100% ethyl acetate/petrol) to afford the title compound. Yields the product N1(N=NC=C1)C1=C(C(=O)N[C@@H]2[C@H](CCC2)NC2=NC=C(N=C2)C(F)(F)F)C=CC=C1 (2-(1H-1,2,3-Triazol-1-yl)-N-[(1S,2S)-2-{[5-(trifluoromethyl)pyrazin-2-yl]amino}cyclopentyl]benzamide). Reactants: N1(N=CC=C1)C1=C(C(=O)N[C@@H]2[C@H](CCC2)NC2=NC=C(N=C2)C(F)(F)F)C=CC=C1 (2-(1H-Pyrazol-1-yl)-N-[(1S,2S)-2-{[5-(trifluoromethyl)pyrazin-2-yl]amino}cyclopentyl]benzamide), N1(N=NC=C1)C1=C(C(=O)O)C=CC=C1 (2-(1H-1,2,3-triazol-1-yl)benzoic acid), Cl.FC(C=1N=CC(=NC1)N[C@@H]1[C@H](CCC1)N)(F)F ((1S,2S)-1-N-[5-(trifluoromethyl)pyrazin-2-yl]cyclopentane-1,2-diamine hydrochloride), Cl.FC(C=1N=CC(=NC1)N[C@@H]1[C@H](CCC1)N)(F)F ((1S,2S)-1-N-[5-(trifluoromethyl)pyrazin-2-yl]cyclopentane-1,2-diamine hydrochloride).